From a dataset of the Open Reaction Database (ORD), a public repository of structured organic reaction records. describe an organic reaction: reactants, conditions, products, and yield Starting materials: COC=1C=C(C=CC1)C=1N=NC=C(C1C=1OC=C(N1)C(=O)OC)C1=CC=CC=C1 (methyl 2-(3-(3-methoxyphenyl)-5-phenylpyridazin-4-yl)oxazole-4-carboxylate), [H-].[H-].[H-].[H-].[Li+].[Al+3] (LAH). Run in C1CCOC1 (THF). Reaction conditions: time 1 hour. Yields the product C1(=CC=CC=C1)C=1N=NC=C(C1C=1OC=C(N1)CO)C1=CC=CC=C1 ((2-(3,5-diphenylpyridazin-4-yl)oxazol-4-yl)methanol). Yield: 86.8%. RXN SMILES: CO[C:3]1[CH:4]=[C:5]([C:9]2[N:10]=[N:11][CH:12]=[C:13]([C:24]3[CH:29]=[CH:28][CH:27]=[CH:26][CH:25]=3)[C:14]=2[C:15]2[O:16][CH:17]=[C:18]([C:20](OC)=[O:21])[N:19]=2)[CH:6]=[CH:7][CH:8]=1.[H-].[H-].[H-].[H-].[Li+].[Al+3]>C1COCC1>[C:5]1([C:9]2[N:10]=[N:11][CH:12]=[C:13]([C:24]3[CH:25]=[CH:26][CH:27]=[CH:28][CH:29]=3)[C:14]=2[C:15]2[O:16][CH:17]=[C:18]([CH2:20][OH:21])[N:19]=2)[CH:6]=[CH:7][CH:8]=[CH:3][CH:4]=1 |f:1.2.3.4.5.6|. Reported procedure: To a solution of compound 26 (20 mg, 0.056 mmol) in THF (3 mL), LAH (5.0 mg, 0.14 mmol) was added at −30° C. and stirred for 1 h. The reaction mixture was quenched with saturated ammonium chloride solution at −30° C. The reaction mixture was slowly warmed to rt and filtered through celite bed, washed with ethyl acetate. The organic layer was washed with brine, dried over anhy. Na2SO4 and concentrated under reduced pressure to obtain the crude product gave (2-(3,5-diphenylpyridazin-4-yl)oxazol-4-... Reactants: NC=1C=C(C(=CC1)NCCC)C=1OC2=C(N1)C=CC(=C2)C (2-(3-amino-6-propylaminophenyl)-6-methylbenzoxazole), C1=CC2=C(C=C1C(=O)O)C(=O)OC2=O (1,2,4-benzenetricarboxylic anhydride). The product is CC1=CC2=C(N=C(O2)C=2C=C(C=CC2NCCC)N2C(C3=CC=C(C=C3C2=O)C(=O)O)=O)C=C1 (2-[3-(6-Methylbenzoxazol-2-yl)-4-propylaminophenyl]-1,3-dioxo-2,3-dihydro-1H-isoindole-5-carboxylic acid). RXN SMILES: [NH2:1][C:2]1[CH:3]=[C:4]([C:12]2[O:13][C:14]3[CH:20]=[C:19]([CH3:21])[CH:18]=[CH:17][C:15]=3[N:16]=2)[C:5]([NH:8][CH2:9][CH2:10][CH3:11])=[CH:6][CH:7]=1.[CH:22]1[C:27]([C:28]([OH:30])=[O:29])=[CH:26][C:25]2[C:31]([O:33][C:34](=O)[C:24]=2[CH:23]=1)=[O:32]>>[CH3:21][C:19]1[CH:18]=[CH:17][C:15]2[N:16]=[C:12]([C:4]3[CH:3]=[C:2]([N:1]4[C:31](=[O:32])[C:25]5[C:24](=[CH:23][CH:22]=[C:27]([C:28]([OH:30])=[O:29])[CH:26]=5)[C:34]4=[O:33])[CH:7]=[CH:6][C:5]=3[NH:8][CH2:9][CH2:10][CH3:11])[O:13][C:14]=2[CH:20]=1. Reported procedure: Prepared by the method of Example 15f), from 2-(3-amino-6-propylaminophenyl)-6-methylbenzoxazole (100 mg, 0.33 mmol) and 1,2,4-benzenetricarboxylic anhydride (73 mg, 0.38 mmol) the title compound was obtained (87 mg, 58%). 1H NMR (DMSO) δ 8.47–8.40(m, 2H), 8.30(s, 1H), 8.08–8.06(m, 2H), 7.68(d, 1H), 7.56(s, 1H), 7.44(dd, 1H), 7.23(d, 1H), 7.01(d, 1H), 3.34(m, 2H), 2.46(s, 3H), 1.74(m, 2H), 1.05(t, 3H). MS 454.1 m/z (M−H)−. Starting materials: Cc1ccc2c(N3CCN(C(=O)OCc4ccccc4)CC3CO)nc(-c3ccccc3O)nc2c1, CO. Yields the product Cc1ccc2c(N3CCNCC3CO)nc(-c3ccccc3O)nc2c1. RXN SMILES: [CH2:1]([O:2][C:3](=[O:4])[N:11]1[CH2:12][CH:13]([CH2:35][OH:36])[N:14]([c:17]2[n:18][c:19](-[c:28]3[c:29]([OH:34])[cH:30][cH:31][cH:32][cH:33]3)[n:20][c:21]3[cH:22][c:23]([CH3:27])[cH:24][cH:25][c:26]23)[CH2:15][CH2:16]1)[c:5]1[cH:6][cH:7][cH:8][cH:9][cH:10]1.[CH3:37][OH:38]>>[NH:11]1[CH2:12][CH:13]([CH2:35][OH:36])[N:14]([c:17]2[n:18][c:19](-[c:28]3[c:29]([OH:34])[cH:30][cH:31][cH:32][cH:33]3)[n:20][c:21]3[cH:22][c:23]([CH3:27])[cH:24][cH:25][c:26]23)[CH2:15][CH2:16]1.